Dataset: the Open Reaction Database (ORD), a public repository of structured organic reaction records. Task: describe an organic reaction: reactants, conditions, products, and yield Run at time 2 hour. Starting materials: N(=NC(=O)[O-])C(=O)OCC (ethyl azodicarboxylate), FC1=C(C=CC=C1F)C1=CC=C(C=C1)OCCCCCCCC(CCCCCCO)CCCCCCO (2,3-difluoro-4'-[8,8-bis(6-hydroxyhexyl)octyl]oxybiphenyl), C(C=C)(=O)O (acrylic acid), C1(=CC=CC=C1)P(C1=CC=CC=C1)C1=CC=CC=C1 (triphenylphosphine). Isolated yield 47.1%. Procedure details: First, 2.3 g of 2,3-difluoro-4'-[8,8-bis(6-hydroxyhexyl)octyl]oxybiphenyl, 0.8 g of acrylic acid, 2.9 g of triphenylphosphine, and 50 ml of tetrahydrofuran were placed in a 100 ml flask. Then, 1.93 g of ethyl azodicarboxylate was added dropwise to the reaction mixture under ice water cooling. Thereafter, the reaction mixture was allowed to warm to room temperature and stirred for 2 hours. The reaction mixture was concentrated, and the residue was purified by silica gel column chromatography (elu... As a reaction SMILES: [F:1][C:2]1[C:7]([F:8])=[CH:6][CH:5]=[CH:4][C:3]=1[C:9]1[CH:14]=[CH:13][C:12]([O:15][CH2:16][CH2:17][CH2:18][CH2:19][CH2:20][CH2:21][CH2:22][CH:23]([CH2:31][CH2:32][CH2:33][CH2:34][CH2:35][CH2:36][OH:37])[CH2:24][CH2:25][CH2:26][CH2:27][CH2:28][CH2:29][OH:30])=[CH:11][CH:10]=1.[C:38]([OH:42])(=O)[CH:39]=[CH2:40].[C:43]1(P(C2C=CC=CC=2)C2C=CC=CC=2)[CH:48]=CC=C[CH:44]=1.N(C(OCC)=O)=NC([O-])=[O:65]>O1CCCC1>[F:1][C:2]1[C:7]([F:8])=[CH:6][CH:5]=[CH:4][C:3]=1[C:9]1[CH:14]=[CH:13][C:12]([O:15][CH2:16][CH2:17][CH2:18][CH2:19][CH2:20][CH2:21][CH2:22][CH:23]([CH2:24][CH2:25][CH2:26][CH2:27][CH2:28][CH2:29][O:30][C:38](=[O:42])[CH:39]=[CH2:40])[CH2:31][CH2:32][CH2:33][CH2:34][CH2:35][CH2:36][O:37][C:44](=[O:65])[CH:43]=[CH2:48])=[CH:11][CH:10]=1. Product: FC1=C(C=CC=C1F)C1=CC=C(C=C1)OCCCCCCCC(CCCCCCOC(C=C)=O)CCCCCCOC(C=C)=O (2,3-difluoro-4'-[8,8-bis(6-acryloyloxyhexyl)octyl]oxybiphenyl). Solvent: O1CCCC1 (tetrahydrofuran). The reactants are CN1CCNCC1 (N-methylpiperazine), COC=1C=C(C(=O)O)C=CC1OCC1=CC=C(C=C1)OC (3-methoxy-4-p-methoxybenzyloxybenzoic acid), ON1N=NC2=C1C=CC=C2 (1-hydroxybenzotriazole), C1(CCCCC1)N=C=NC1CCCCC1 (dicyclohexylcarbodiimide). Solvent: O1CCCC1 (tetrahydrofuran). Conditions: time 3 hour. The product is COC=1C=C(C(=O)N2CCN(CC2)C)C=CC1OCC1=CC=C(C=C1)OC (1-(3-methoxy-4-p-methoxybenzyloxybenzoyl)-4-methylpiperazine). The yield is 93.0%. RXN SMILES: [CH3:1][O:2][C:3]1[CH:4]=[C:5]([CH:9]=[CH:10][C:11]=1[O:12][CH2:13][C:14]1[CH:19]=[CH:18][C:17]([O:20][CH3:21])=[CH:16][CH:15]=1)[C:6]([OH:8])=O.ON1C2C=CC=CC=2N=N1.C1(N=C=NC2CCCCC2)CCCCC1.[CH3:47][N:48]1[CH2:53][CH2:52][NH:51][CH2:50][CH2:49]1>O1CCCC1>[CH3:1][O:2][C:3]1[CH:4]=[C:5]([CH:9]=[CH:10][C:11]=1[O:12][CH2:13][C:14]1[CH:19]=[CH:18][C:17]([O:20][CH3:21])=[CH:16][CH:15]=1)[C:6]([N:51]1[CH2:52][CH2:53][N:48]([CH3:47])[CH2:49][CH2:50]1)=[O:8]. Procedure: A mixture of 3-methoxy-4-p-methoxybenzyloxybenzoic acid (2.88 g: 10 mMol.), 1-hydroxybenzotriazole (1.49 g: 1.1 Eq.), and dicyclohexylcarbodiimide (2.27 g: 1.1 Eq.) in tetrahydrofuran (100 ml) is kept at room temperature for 3 hours. To this solution is added N-methylpiperazine (2.22 ml: 2 Eq.), and the mixture is kept at room temperature overnight to give 1-(3-methoxy-4-p-methoxybenzyloxybenzoyl)-4-methylpiperazine (3.45 g). Yield: 93%. Starting materials: O=C([O-])[O-], CC#N, Cc1ccc(C(=O)NC2CC2)cc1-n1ccnc(NC2(c3ccccc3O)CC2)c1=O, ClCCBr, [K+], [K+]. Product: Cc1ccc(C(=O)NC2CC2)cc1-n1ccnc(NC2(c3ccccc3OCCCl)CC2)c1=O. Reaction SMILES: [C:32](=[O:33])([O-:34])[O-:35].[CH3:42][C:43]#[N:44].[CH:1]1([NH:4][C:5]([c:6]2[cH:7][c:8](-[n:13]3[c:14](=[O:30])[c:15]([NH:19][C:20]4([c:23]5[c:24]([OH:29])[cH:25][cH:26][cH:27][cH:28]5)[CH2:21][CH2:22]4)[n:16][cH:17][cH:18]3)[c:9]([CH3:12])[cH:10][cH:11]2)=[O:31])[CH2:2][CH2:3]1.[Cl:38][CH2:39][CH2:40][Br:41].[K+:36].[K+:37]>>[CH:1]1([NH:4][C:5]([c:6]2[cH:7][c:8](-[n:13]3[c:14](=[O:30])[c:15]([NH:19][C:20]4([c:23]5[c:24]([O:29][CH2:40][CH2:39][Cl:38])[cH:25][cH:26][cH:27][cH:28]5)[CH2:21][CH2:22]4)[n:16][cH:17][cH:18]3)[c:9]([CH3:12])[cH:10][cH:11]2)=[O:31])[CH2:2][CH2:3]1. Reaction conditions: time 1 hour. Procedure details: Initially, 2.94 g of 3-dimethylaminobenzylchloride hydrochloride was added to a mixture of 1.6 g of 5,5-dimethyl-2,4-dithiohydantoin and 1.3 g of sodium methoxide in 50 mL of methanol (MeOH). The reaction mixture was stirred at the room temperature for one hour, and concentrated in vacuo. The residue was treated following the procedure used in Example 56, and chromatographed on a column of silica gel (CHCl3). From the earlier fractions, 2,4-bis(3-dimethylaminobenzylthio)-5,5-dimethyl-5H-imidazol... RXN SMILES: Cl.[CH3:2][N:3]([CH3:12])[C:4]1[CH:5]=[C:6]([CH:9]=[CH:10][CH:11]=1)[CH2:7]Cl.[CH3:13][C:14]1([CH3:21])[NH:18][C:17](=[S:19])[NH:16][C:15]1=[S:20].C[O-].[Na+]>CO>[CH3:2][N:3]([CH3:12])[C:4]1[CH:5]=[C:6]([CH:9]=[CH:10][CH:11]=1)[CH2:7][S:19][C:17]1[N:16]=[C:15]([S:20][CH2:7][C:6]2[CH:9]=[CH:10][CH:11]=[C:4]([N:3]([CH3:12])[CH3:2])[CH:5]=2)[C:14]([CH3:21])([CH3:13])[N:18]=1 |f:0.1,3.4|. Yields the product CN(C=1C=C(CSC2=NC(C(=N2)SCC2=CC(=CC=C2)N(C)C)(C)C)C=CC1)C (2,4-bis(3-dimethylaminobenzylthio)-5,5-dimethyl-5H-imidazole). Reactants: Cl.CN(C=1C=C(CCl)C=CC1)C (3-dimethylaminobenzylchloride hydrochloride), CC1(C(NC(N1)=S)=S)C (5,5-dimethyl-2,4-dithiohydantoin), C[O-].[Na+] (sodium methoxide). Run in CO (methanol).